Dataset: the Open Reaction Database (ORD), a public repository of structured organic reaction records. Task: describe an organic reaction: reactants, conditions, products, and yield Starting materials: NC(Cc1c[nH]c2ccccc12)C(=O)O, NC(Cc1c[nH]c2ccccc12)C(=O)O. Product: O=C(O)C1Cc2c([nH]c3ccccc23)CN1. Reaction SMILES: [NH2:16][CH:17]([C:18](=[O:19])[OH:20])[CH2:21][c:22]1[c:23]2[c:24]([cH:25][cH:26][cH:27][cH:28]2)[nH:29][cH:30]1.[NH2:1][CH:2]([CH2:3][c:4]1[cH:5][nH:6][c:7]2[cH:8][cH:9][cH:10][cH:11][c:12]12)[C:13]([OH:14])=[O:15]>>[NH:1]1[CH:2]([C:13]([OH:14])=[O:15])[CH2:3][c:4]2[c:5]([nH:6][c:7]3[cH:8][cH:9][cH:10][cH:11][c:12]23)[CH2:17]1.